This data is from the Open Reaction Database (ORD), a public repository of structured organic reaction records. The task is: describe an organic reaction: reactants, conditions, products, and yield Reactants: CC1(C)C2CCC(CC2)C1CCC(=O)CCC1C2CCC(CC2)C1(C)C, CCO, [H][H], NCC(O)CN, O=[Pt]. Product: CC1(C)C2CCC(CC2)C1CCC(CCC1C2CCC(CC2)C1(C)C)NCC(O)CN. RXN SMILES: [CH3:1][C:2]1([CH3:26])[CH:3]([CH2:10][CH2:11][C:12]([CH2:13][CH2:14][CH:15]2[CH:16]3[CH2:17][CH2:18][CH:19]([C:20]2([CH3:21])[CH3:22])[CH2:23][CH2:24]3)=[O:25])[CH:4]2[CH2:5][CH2:6][CH:7]1[CH2:8][CH2:9]2.[CH3:37][CH2:38][OH:39].[H:33][H:34].[NH2:27][CH2:28][CH:29]([CH2:30][NH2:31])[OH:32].[Pt:35]=[O:36]>>[CH3:1][C:2]1([CH3:26])[CH:3]([CH2:10][CH2:11][CH:12]([CH2:13][CH2:14][CH:15]2[CH:16]3[CH2:17][CH2:18][CH:19]([C:20]2([CH3:21])[CH3:22])[CH2:23][CH2:24]3)[NH:31][CH2:30][CH:29]([CH2:28][NH2:27])[OH:32])[CH:4]2[CH2:5][CH2:6][CH:7]1[CH2:8][CH2:9]2. The reactants are CO, CN(C)C=O, Cc1ccnc(CCl)c1, Nc1ncccc1-c1cc(Cc2ccc(O)cc2)no1, [Na+], [OH-]. Yields the product Cc1ccnc(COc2ccc(Cc3cc(-c4cccnc4N)on3)cc2)c1. Reaction SMILES: [CH3:1][OH:2].[CH3:34][N:35]([CH3:36])[CH:37]=[O:38].[Cl:25][CH2:26][c:27]1[n:28][cH:29][cH:30][c:31]([CH3:33])[cH:32]1.[NH2:5][c:6]1[n:7][cH:8][cH:9][cH:10][c:11]1-[c:12]1[cH:13][c:14]([CH2:17][c:18]2[cH:19][cH:20][c:21]([OH:24])[cH:22][cH:23]2)[n:15][o:16]1.[Na+:4].[OH-:3]>>[NH2:5][c:6]1[n:7][cH:8][cH:9][cH:10][c:11]1-[c:12]1[cH:13][c:14]([CH2:17][c:18]2[cH:19][cH:20][c:21]([O:24][CH2:26][c:27]3[n:28][cH:29][cH:30][c:31]([CH3:33])[cH:32]3)[cH:22][cH:23]2)[n:15][o:16]1. The reactants are COC(=O)C(=O)c1ccc(O)cc1, CN(C)C=O, [H-], NS(=O)(=O)c1ccc(OCCO)cc1, [Na+], Cc1ccc(S(=O)(=O)[O-])cc1. Product: COC(=O)C(=O)c1ccc(OCCOc2ccc(S(N)(=O)=O)cc2)cc1. As a reaction SMILES: [CH3:1][O:2][C:3]([C:4]([c:5]1[cH:6][cH:7][c:8]([OH:11])[cH:9][cH:10]1)=[O:12])=[O:13].[CH3:41][N:42]([CH3:43])[CH:44]=[O:45].[H-:14].[NH2:27][S:28](=[O:29])(=[O:30])[c:31]1[cH:32][cH:33][c:34]([O:35][CH2:36][CH2:37][OH:38])[cH:39][cH:40]1.[Na+:15].[O-:16][S:17]([c:18]1[cH:19][cH:20][c:21]([CH3:22])[cH:23][cH:24]1)(=[O:25])=[O:26]>>[CH3:1][O:2][C:3]([C:4]([c:5]1[cH:6][cH:7][c:8]([O:11][CH2:37][CH2:36][O:35][c:34]2[cH:33][cH:32][c:31]([S:28]([NH2:27])(=[O:29])=[O:30])[cH:40][cH:39]2)[cH:9][cH:10]1)=[O:12])=[O:13]. Starting materials: ClC=1C=CC(=C(C1)C1=CC(N(C=C1OC)C(C(=O)NC1=C(C(=O)OC)C=CC=C1)CC1OCCCC1)=O)C#N (methyl ({2-[4-(5-chloro-2-cyanophenyl)-5-methoxy-2-oxopyridin-1(2H)-yl]-3-[tetrahydro-2H-pyran-2-yl]propanoyl}amino)benzoate), C([O-])([O-])=O.[Cs+].[Cs+] (caesium carbonate). The solvent is CO.O (methanol water). The product is ClC=1C=CC(=C(C1)C1=CC(N(C=C1OC)C(C(=O)NC1=C(C(=O)O)C=CC=C1)CC1OCCCC1)=O)C#N (({2-[4-(5-Chloro-2-cyanophenyl)-5-methoxy-2-oxopyridin-1(2H)-yl]-3-[tetrahydro-2H-pyran-2-yl]propanoyl}amino)benzoic acid). As a reaction SMILES: [Cl:1][C:2]1[CH:3]=[CH:4][C:5]([C:38]#[N:39])=[C:6]([C:8]2[C:13]([O:14][CH3:15])=[CH:12][N:11]([CH:16]([CH2:30][CH:31]3[CH2:36][CH2:35][CH2:34][CH2:33][O:32]3)[C:17]([NH:19][C:20]3[CH:29]=[CH:28][CH:27]=[CH:26][C:21]=3[C:22]([O:24]C)=[O:23])=[O:18])[C:10](=[O:37])[CH:9]=2)[CH:7]=1.C(=O)([O-])[O-].[Cs+].[Cs+]>CO.O>[Cl:1][C:2]1[CH:3]=[CH:4][C:5]([C:38]#[N:39])=[C:6]([C:8]2[C:13]([O:14][CH3:15])=[CH:12][N:11]([CH:16]([CH2:30][CH:31]3[CH2:36][CH2:35][CH2:34][CH2:33][O:32]3)[C:17]([NH:19][C:20]3[CH:29]=[CH:28][CH:27]=[CH:26][C:21]=3[C:22]([OH:24])=[O:23])=[O:18])[C:10](=[O:37])[CH:9]=2)[CH:7]=1 |f:1.2.3,4.5|. Reported procedure: 1.24 g (2.25 mmol) of methyl ({2-[4-(5-chloro-2-cyanophenyl)-5-methoxy-2-oxopyridin-1(2H)-yl]-3-[tetrahydro-2H-pyran-2-yl]propanoyl}amino)benzoate (mixture of racemic diastereomers) in 30 ml of methanol/water (4/1) were reacted with 1.47 g (4.51 mmol) of caesium carbonate according to General Method 4. Yield: 1.17 g (85% of theory) Product: C=CCCC(=O)c1c(Cl)nc(N)nc1Cl. Reaction SMILES: [Cl:16][CH2:17][CH2:18][Cl:19].[NH2:1][c:2]1[n:3][c:4]([Cl:15])[c:5]([CH:9]([CH2:10][CH2:11][CH:12]=[CH2:13])[OH:14])[c:6]([Cl:8])[n:7]1>>[NH2:1][c:2]1[n:3][c:4]([Cl:15])[c:5]([C:9]([CH2:10][CH2:11][CH:12]=[CH2:13])=[O:14])[c:6]([Cl:8])[n:7]1. Reactants: ClCCCl, C=CCCC(O)c1c(Cl)nc(N)nc1Cl.